This data is from the Open Reaction Database (ORD), a public repository of structured organic reaction records. The task is: describe an organic reaction: reactants, conditions, products, and yield Reactants: ClC=1C=C(C=CC1)S (3-chloro-thiophenol), C([O-])([O-])=O.[K+].[K+] (potassium carbonate), C(C)OC(CBr)OCC (bromoacetaldehyde diethyl acetal). The solvent is CC(=O)C (acetone). Run at temperature 23 celsius, time 17 hour. The product is C(C)OC(CS1C=C(C=C1)Cl)OCC (2-(3-chloro-1-thiophenyl)acetaldehyde diethyl acetal). Reaction SMILES: [Cl:1][C:2]1[CH:3]=[C:4]([SH:8])C=C[CH:7]=1.C(=O)([O-])[O-].[K+].[K+].[CH2:15]([O:17][CH:18]([O:21][CH2:22][CH3:23])[CH2:19]Br)[CH3:16]>CC(C)=O>[CH2:15]([O:17][CH:18]([O:21][CH2:22][CH3:23])[CH2:19][SH:8]1[CH:4]=[CH:3][C:2]([Cl:1])=[CH:7]1)[CH3:16] |f:1.2.3|. Reported procedure: A three-neck round bottom flask was charged with 3-chloro-thiophenol (20.0 g, 0.138 mol) and potassium carbonate (21 g, 0.15 mol) in acetone (220 ml) and treated with a dropwise addition of bromoacetaldehyde diethyl acetal. After stirring for 17 hours at 23° C., the slurry was filtered through a small plug of celite, the filtrate evaporated under reduced pressure and the residue diluted with diethyl ether and water. The organics were washed with brine, dried over sodium sulfate, and evaporated t... Reactants: Cc1c(Br)c(=O)n(C2CCCC2)c2nc(S(C)=O)ncc12, CC1CN(c2ccc(N)nc2)CC(C)O1, Cc1ccccc1. Product: Cc1c(Br)c(=O)n(C2CCCC2)c2nc(Nc3ccc(N4CC(C)OC(C)C4)cn3)ncc12. Reaction SMILES: [Br:1][c:2]1[c:3]([CH3:21])[c:4]2[c:5]([n:6][c:7]([S:10]([CH3:11])=[O:12])[n:8][cH:9]2)[n:13]([CH:16]2[CH2:17][CH2:18][CH2:19][CH2:20]2)[c:14]1=[O:15].[CH3:22][CH:23]1[O:24][CH:25]([CH3:36])[CH2:26][N:27]([c:29]2[cH:30][cH:31][c:32]([NH2:35])[n:33][cH:34]2)[CH2:28]1.[CH3:37][c:38]1[cH:39][cH:40][cH:41][cH:42][cH:43]1>>[Br:1][c:2]1[c:3]([CH3:21])[c:4]2[c:5]([n:6][c:7]([NH:35][c:32]3[cH:31][cH:30][c:29]([N:27]4[CH2:26][CH:25]([CH3:36])[O:24][CH:23]([CH3:22])[CH2:28]4)[cH:34][n:33]3)[n:8][cH:9]2)[n:13]([CH:16]2[CH2:17][CH2:18][CH2:19][CH2:20]2)[c:14]1=[O:15].